From a dataset of the Open Reaction Database (ORD), a public repository of structured organic reaction records. describe an organic reaction: reactants, conditions, products, and yield The reactants are O=C([O-])[O-], CS(C)=O, N#Cc1ccc(F)cc1, [K+], [K+], NCCO, O. The product is N#Cc1ccc(NCCO)cc1. RXN SMILES: [C:14](=[O:15])([O-:16])[O-:17].[CH3:20][S:21]([CH3:22])=[O:23].[F:1][c:2]1[cH:3][cH:4][c:5]([C:6]#[N:7])[cH:8][cH:9]1.[K+:18].[K+:19].[NH2:10][CH2:11][CH2:12][OH:13].[OH2:24]>>[c:2]1([NH:10][CH2:11][CH2:12][OH:13])[cH:3][cH:4][c:5]([C:6]#[N:7])[cH:8][cH:9]1. Yields the product OC(C#N)C(C)C1=CC(=CC=C1)CN1CCCCC1 (2-Hydroxy-3-[3-(1-piperidylmethyl)phenyl]-butyronitrile). Reaction SMILES: [N:1]1([CH2:7][C:8]2[CH:9]=[C:10]([CH2:14][CH:15]3CO3)[CH:11]=[CH:12][CH:13]=2)[CH2:6][CH2:5][CH2:4][CH2:3][CH2:2]1.[C-]#[N:19].[Na+].[Cl-].[NH4+].O.[CH2:24]([OH:26])[CH3:25]>>[OH:26][CH:24]([CH:14]([C:10]1[CH:11]=[CH:12][CH:13]=[C:8]([CH2:7][N:1]2[CH2:6][CH2:5][CH2:4][CH2:3][CH2:2]2)[CH:9]=1)[CH3:15])[C:25]#[N:19] |f:1.2,3.4|. Procedure details: 0.74 g (3.2 mmol) of 2-[3-(1-piperidylmethyl)phenyl]methyl-oxirane, 0.294 g (6 mmol) of sodium cyanide and 0.107 g (2 mmol) of ammonium chloride are boiled in 5 ml of ethanol/5 ml of water for 6 hours. After extensive concentration of the mother liquor by evaporation under vacuum, the residue is taken up with 10 ml of water, and the solution is adjusted to pH 12 with potassium carbonate and extracted with 3×20 ml of methylene chloride. After dehydration and concentration under vacuum, the organi... The reactants are N1(CCCCC1)CC=1C=C(C=CC1)CC1OC1 (2-[3-(1-piperidylmethyl)phenyl]methyl-oxirane), [C-]#N.[Na+] (sodium cyanide), [Cl-].[NH4+] (ammonium chloride), O (water), C(C)O (ethanol). Reactants: CC(C)(C)OC(=O)N1CCC(O)CC1, COCCOc1ccc(C(=O)OC)c(O)c1. Product: COCCOc1ccc(C(=O)OC)c(OC2CCN(C(=O)OC(C)(C)C)CC2)c1. RXN SMILES: [C:17]([CH3:18])([CH3:19])([CH3:20])[O:21][C:22](=[O:23])[N:24]1[CH2:25][CH2:26][CH:27]([OH:30])[CH2:28][CH2:29]1.[OH:1][c:2]1[c:3]([C:4](=[O:5])[O:6][CH3:7])[cH:8][cH:9][c:10]([O:12][CH2:13][CH2:14][O:15][CH3:16])[cH:11]1>>[O:1]([c:2]1[c:3]([C:4](=[O:5])[O:6][CH3:7])[cH:8][cH:9][c:10]([O:12][CH2:13][CH2:14][O:15][CH3:16])[cH:11]1)[CH:27]1[CH2:26][CH2:25][N:24]([C:22]([O:21][C:17]([CH3:18])([CH3:19])[CH3:20])=[O:23])[CH2:29][CH2:28]1.